This data is from the Open Reaction Database (ORD), a public repository of structured organic reaction records. The task is: describe an organic reaction: reactants, conditions, products, and yield Starting materials: CCCCCC(CCCC(CCCCCCC(=O)OCC)C(=O)Cl)OC(C)=O, N, O. Yields the product CCCCCC(CCCC(CCCCCCC(=O)OCC)C(N)=O)OC(C)=O. As a reaction SMILES: [Cl:1][C:2](=[O:3])[CH:4]([CH2:5][CH2:6][CH2:7][CH2:8][CH2:9][CH2:10][C:11](=[O:12])[O:13][CH2:14][CH3:15])[CH2:16][CH2:17][CH2:18][CH:19]([CH2:20][CH2:21][CH2:22][CH2:23][CH3:24])[O:25][C:26]([CH3:27])=[O:28].[NH3:29].[OH2:30]>>[C:2](=[O:3])([CH:4]([CH2:5][CH2:6][CH2:7][CH2:8][CH2:9][CH2:10][C:11](=[O:12])[O:13][CH2:14][CH3:15])[CH2:16][CH2:17][CH2:18][CH:19]([CH2:20][CH2:21][CH2:22][CH2:23][CH3:24])[O:25][C:26]([CH3:27])=[O:28])[NH2:29]. Reactants: CC(C)(C)c1nc2cc(S(=O)(=O)N3CC(N=C=O)C3)ccc2n1CC1CCC(F)(F)CC1, C1CCOC1, CCN, CCOC(C)=O. Product: CCNC(=O)NC1CN(S(=O)(=O)c2ccc3c(c2)nc(C(C)(C)C)n3CC2CCC(F)(F)CC2)C1. Reaction SMILES: [C:1]([CH3:2])([CH3:3])([CH3:4])[c:5]1[n:6][c:7]2[c:8]([n:9]1[CH2:10][CH:11]1[CH2:12][CH2:13][C:14]([F:17])([F:18])[CH2:15][CH2:16]1)[cH:19][cH:20][c:21]([S:23](=[O:24])(=[O:25])[N:26]1[CH2:27][CH:28]([N:30]=[C:31]=[O:32])[CH2:29]1)[cH:22]2.[CH2:36]1[O:37][CH2:38][CH2:39][CH2:40]1.[CH3:33][CH2:34][NH2:35].[CH3:41][CH2:42][O:43][C:44]([CH3:45])=[O:46]>>[C:1]([CH3:2])([CH3:3])([CH3:4])[c:5]1[n:6][c:7]2[c:8]([n:9]1[CH2:10][CH:11]1[CH2:12][CH2:13][C:14]([F:17])([F:18])[CH2:15][CH2:16]1)[cH:19][cH:20][c:21]([S:23](=[O:24])(=[O:25])[N:26]1[CH2:27][CH:28]([NH:30][C:31](=[O:32])[NH:35][CH2:34][CH3:33])[CH2:29]1)[cH:22]2. Conditions: temperature 150 celsius. The product is FC(C=1NC(C2=C(N1)C=CS2)=O)(F)F (2-(trifluoromethyl)thieno[3,2-d]pyrimidine-4(3H)-one). Solvent: CCO (EtOH). The yield is 27.7%. Reactants: NC1=C(SC=C1)C(=O)OC (methyl 3-aminothiophene-2-carboxylate), FC(C(=N)N)(F)F (trifluoroacetamidine), FC(C(=O)O)(F)F (trifluoroacetic acid). Procedure: To a stirring solution of methyl 3-aminothiophene-2-carboxylate (45a, 1.57, 10.0 mmol) in EtOH (10 mL) was added trifluoroacetamidine (2.24 g, 2 eq) and trifluoroacetic acid (1.54 ml, 2 eq). The resulting mixture was heated to 150° C. for 1 hour in microwave reactor. The reaction mixture was cool and filtered to provide 2-(trifluoromethyl)thieno[3,2-d]pyrimidine-4(3H)-one 45b as a solid (0.61 g). 1H NMR (400 MHz, MeOD) δ ppm: 7.49 (d, J=5.29 Hz, 2H), 8.18 (d, J=5.29 Hz, 1H). As a reaction SMILES: [NH2:1][C:2]1[CH:6]=[CH:5][S:4][C:3]=1[C:7]([O:9]C)=O.[F:11][C:12]([F:17])([F:16])[C:13](N)=[NH:14].FC(F)(F)C(O)=O>CCO>[F:11][C:12]([F:17])([F:16])[C:13]1[NH:14][C:7](=[O:9])[C:3]2[S:4][CH:5]=[CH:6][C:2]=2[N:1]=1.